describe an organic reaction: reactants, conditions, products, and yield From a dataset of the Open Reaction Database (ORD), a public repository of structured organic reaction records. Reactants: ice, Cl.CNOC (N,O-dimethyl-hydroxylamine hydrochloride), BrC=1C=C(OC1)C(=O)Cl (4-bromofuran-2-carbonyl chloride), C(C)(C)N(C(C)C)CC (N,N-diisopropylethylamine). The reagents and catalysts are CN(C)C1=CC=NC=C1 (4-(N,N-dimethylamino)pyridine), CN(C)C1=CC=NC=C1 (4-(N,N-dimethylamino)pyridine). Run in C(Cl)Cl (CH2Cl2). Run at time 16 hour. Product: CON(C(=O)C=1OC=C(C1)Br)C (4-bromo-furan-2-carboxylic acid methoxy-methyl-amide). The yield is 69.9%. As a reaction SMILES: [Br:1][C:2]1[CH:3]=[C:4]([C:7](Cl)=[O:8])[O:5][CH:6]=1.Cl.[CH3:11][NH:12][O:13][CH3:14].C(N(CC)C(C)C)(C)C>C(Cl)Cl.CN(C1C=CN=CC=1)C>[CH3:14][O:13][N:12]([CH3:11])[C:7]([C:4]1[O:5][CH:6]=[C:2]([Br:1])[CH:3]=1)=[O:8] |f:1.2|. Procedure details: The crude 4-bromofuran-2-carbonyl chloride (157 mmol theoretical) was dissolved in CH2Cl2 (500 mL) in a 1 L round bottomed flask. The flask was immersed in an ice bath and N,O-dimethyl-hydroxylamine hydrochloride (19.5 g, 200 mmol) was added. The cold suspension was then treated with N,N-diisopropylethylamine (75 mL, 430 mmol), and a small amount of 4-(N,N-dimethylamino)pyridine (catalytic). Several minutes after the addition of the 4-(N,N-dimethylamino)pyridine the ice bath was removed and the ... Starting materials: CN(C)C=O, COc1cc(C(C)=O)ccc1OCCCCl, Fc1ccc2c(N3CCNCC3)n[nH]c2c1, [K+], [K+], O=C([O-])[O-], O. Yields the product COc1cc(C(C)=O)ccc1OCCCN1CCN(c2n[nH]c3cc(F)ccc23)CC1. As a reaction SMILES: [CH3:39][N:40]([CH3:41])[CH:42]=[O:43].[Cl:23][CH2:24][CH2:25][CH2:26][O:27][c:28]1[c:29]([O:37][CH3:38])[cH:30][c:31]([C:34]([CH3:35])=[O:36])[cH:32][cH:33]1.[F:1][c:2]1[cH:3][cH:4][c:5]2[c:6]([N:11]3[CH2:12][CH2:13][NH:14][CH2:15][CH2:16]3)[n:7][nH:8][c:9]2[cH:10]1.[K+:17].[K+:18].[O-:19][C:20]([O-:21])=[O:22].[OH2:44]>>[F:1][c:2]1[cH:3][cH:4][c:5]2[c:6]([N:11]3[CH2:12][CH2:13][N:14]([CH2:24][CH2:25][CH2:26][O:27][c:28]4[c:29]([O:37][CH3:38])[cH:30][c:31]([C:34]([CH3:35])=[O:36])[cH:32][cH:33]4)[CH2:15][CH2:16]3)[n:7][nH:8][c:9]2[cH:10]1. Reactants: C(C1=CC=CC=C1)[C@@H]1N(C(OC1)=O)C(\C=C\C1=CC=C(C=C1)Cl)=O ((S)-4-benzyl-3-[(2E)-3-(4-chlorophenyl)prop-2-enoyl]-1,3-oxazolidin-2-one), ethyl acetate-hexanes, C(C)(=O)OCC(=C)C[Si](C)(C)C (2-[(trimethylsilyl)methyl]-2-propen-1-yl acetate), P(OC(C)C)(OC(C)C)OC(C)C (triisopropyl phosphite). Reagents/catalysts: C(C)(=O)[O-].[Pd+2].C(C)(=O)[O-] (palladium acetate). Run in O1CCCC1 (tetrahydrofuran). Product: C(C1=CC=CC=C1)[C@@H]1N(C(OC1)=O)C(=O)[C@H]1[C@@H](CC(C1)=C)C1=CC=C(C=C1)Cl ((4S)-4-benzyl-3-{[(1R,2R)-2-(4-chlorophenyl)-4-methylenecyclopentyl]carbonyl}-1,3-oxazolidin-2-one). The yield is 39.1%. As a reaction SMILES: [CH2:1]([C@H:8]1[CH2:12][O:11][C:10](=[O:13])[N:9]1[C:14](=[O:24])/[CH:15]=[CH:16]/[C:17]1[CH:22]=[CH:21][C:20]([Cl:23])=[CH:19][CH:18]=1)[C:2]1[CH:7]=[CH:6][CH:5]=[CH:4][CH:3]=1.C(O[CH2:29][C:30]([CH2:32][Si](C)(C)C)=[CH2:31])(=O)C.P(OC(C)C)(OC(C)C)OC(C)C>C([O-])(=O)C.[Pd+2].C([O-])(=O)C.O1CCCC1>[CH2:1]([C@H:8]1[CH2:12][O:11][C:10](=[O:13])[N:9]1[C:14]([C@@H:15]1[CH2:32][C:30](=[CH2:29])[CH2:31][C@H:16]1[C:17]1[CH:22]=[CH:21][C:20]([Cl:23])=[CH:19][CH:18]=1)=[O:24])[C:2]1[CH:7]=[CH:6][CH:5]=[CH:4][CH:3]=1 |f:3.4.5|. Procedure: An oven-dried 250 mL round bottom flask equipped with a magnetic stir bar and a septum was charged with 4.705 g (13.7 mmol) of the product of Step A, 0.185 g (0.82 mmol) of palladium acetate, and 27 mL anhydrous tetrahydrofuran. The reaction mixture was freed of air by alternate cycles of degassing in vacuo and flushing with nitrogen using an external manifold attached through tubing to a needle inserted through the septum of the flask. To the brick red suspension was then added 3.80 mL (3.334 g... Reactants: C(C)(C)(C)[Si](O[C@H](C)[C@@H]1[C@@H]2N([C@H](C([C@@H]2C)=O)C(=O)OCC2=CC=C(C=C2)[N+](=O)[O-])C1=O)(C)C (4-nitro-benzyl (1R,3R,5R,6S)-6-[(1R)-1-(t-butyldimethyl-silyloxy)ethyl]-1-methyl-2-oxo-1-carbapenam-3-carboxylate), C(O)([O-])=O.[Na+] (sodium hydrogen carbonate), C(C)#N (acetonitrile), C(C)(C)N(C(C)C)CC (N,N-diisopropylethylamine), FC(S(=O)(=O)O)(F)F (trifluoromethanesulfonic acid). Run in C(C)(=O)OCC (ethyl acetate). Run at time 30 minute. The product is [Si](C)(C)(C(C)(C)C)O[C@H](C)[C@@H]1[C@@H]2N(C(=C([C@@H]2C)C2=CN3C(S2)=CN=C3)C(=O)OCC3=CC=C(C=C3)[N+](=O)[O-])C1=O (4-nitrobenzyl (1S,5R,6S)-6-[(1R)-1-(t-butyldimethylsilyloxy)ethyl]-2-(imidazo[5,1-b]thiazol-2-yl)-1-methyl-1-carbapen-2-em-3-carboxylate). As a reaction SMILES: [C:1]([Si:5]([CH3:33])([CH3:32])[O:6][C@@H:7]([C@H:9]1[C:30](=[O:31])[N:11]2[C@@H:12]([C:17]([O:19][CH2:20][C:21]3[CH:26]=[CH:25][C:24]([N+:27]([O-:29])=[O:28])=[CH:23][CH:22]=3)=[O:18])[C:13](=O)[C@H:14]([CH3:15])[C@H:10]12)[CH3:8])([CH3:4])([CH3:3])[CH3:2].[CH:34]([N:37]([CH2:41]C)[CH:38](C)C)(C)[CH3:35].F[C:44](F)(F)[S:45](O)(=O)=O.C(=O)([O-])O.[Na+].C(#[N:58])C>C(OCC)(=O)C>[Si:5]([O:6][C@@H:7]([C@H:9]1[C:30](=[O:31])[N:11]2[C:12]([C:17]([O:19][CH2:20][C:21]3[CH:26]=[CH:25][C:24]([N+:27]([O-:29])=[O:28])=[CH:23][CH:22]=3)=[O:18])=[C:13]([C:44]3[S:45][C:34]4=[CH:35][N:58]=[CH:41][N:37]4[CH:38]=3)[C@H:14]([CH3:15])[C@H:10]12)[CH3:8])([C:1]([CH3:3])([CH3:2])[CH3:4])([CH3:32])[CH3:33] |f:3.4|. Reported procedure: A solution of 292 mg of 4-nitro-benzyl (1R,3R,5R,6S)-6-[(1R)-1-(t-butyldimethyl-silyloxy)ethyl]-1-methyl-2-oxo-1-carbapenam-3-carboxylate in 8 ml of dry acetonitrile was ice-cooled under the atmosphere of argon, and 0.267 ml of N,N-diisopropylethylamine was added dropwise, followed by 0.103 ml of anhydrous trifluoromethanesulfonic acid. After the reaction mixture was stirred at the same temperature for 30 minutes, it was diluted with ethyl acetate, a mixture of semi-saturated aqueous saline satu... The reactants are resultant mixture, P(OCC1=CC=CC=C1)(OCC1=CC=CC=C1)[O-] (dibenzyl phosphite), Cl.C(C1=CC=CC=C1)NO (N-benzylhydroxylamine hydrochloride), C=O (paraformaldehyde), C([O-])(O)=O.[Na+] (sodium bicarbonate). Run in O1CCCC1 (THF), O1CCCC1 (tetrahydrofuran). Run at temperature 59 celsius, time 1 hour. Yields the product C(C1=CC=CC=C1)N(O)CP(OCC1=CC=CC=C1)(OCC1=CC=CC=C1)=O (Dibenzyl P-(N-Benzyl-N-hydroxyaminomethyl)phosphonate). The yield is 40.9%. Reaction SMILES: Cl.[CH2:2]([NH:9][OH:10])[C:3]1[CH:8]=[CH:7][CH:6]=[CH:5][CH:4]=1.C=O.[C:13](=O)(O)[O-].[Na+].[P:18]([O-:35])([O:27][CH2:28][C:29]1[CH:34]=[CH:33][CH:32]=[CH:31][CH:30]=1)[O:19][CH2:20][C:21]1[CH:26]=[CH:25][CH:24]=[CH:23][CH:22]=1>O1CCCC1>[CH2:2]([N:9]([CH2:13][P:18](=[O:35])([O:27][CH2:28][C:29]1[CH:34]=[CH:33][CH:32]=[CH:31][CH:30]=1)[O:19][CH2:20][C:21]1[CH:26]=[CH:25][CH:24]=[CH:23][CH:22]=1)[OH:10])[C:3]1[CH:8]=[CH:7][CH:6]=[CH:5][CH:4]=1 |f:0.1,3.4|. Reported procedure: A mixture of 2.0 g (12.5 mmol) of N-benzylhydroxylamine hydrochloride, 0.75 g (25 mmol) of paraformaldehyde, 1.0 g (12 mmol) of sodium bicarbonate and 40 ml of tetrahydrofuran (THF) is stirred at 59° C. for one hour. To the resultant mixture is then added dropwise over a three-hour period a solution of 3.6 g (13.7 mmol) of dibenzyl phosphite in 40 ml of THF. The reaction mixture is then stirred for 14 hours at 55° C. The reaction mixture is concentrated in vacuo to 20 ml volume and 500 ml of eth...